From a dataset of the Open Reaction Database (ORD), a public repository of structured organic reaction records. describe an organic reaction: reactants, conditions, products, and yield The reactants are COc1cc(C(O)C(=O)c2ccc3c(c2)C=CC(C)(C)O3)cc(OC)c1OC, ClCCl, Cc1ccc(S(=O)(=O)Cl)cc1, c1ccncc1. Product: COc1cc(C(OS(=O)(=O)c2ccc(C)cc2)C(=O)c2ccc3c(c2)C=CC(C)(C)O3)cc(OC)c1OC. Reaction SMILES: [CH3:1][C:2]1([CH3:28])[O:3][c:4]2[cH:5][cH:6][c:7]([C:12]([CH:13]([c:14]3[cH:15][c:16]([O:24][CH3:25])[c:17]([O:22][CH3:23])[c:18]([O:20][CH3:21])[cH:19]3)[OH:26])=[O:27])[cH:8][c:9]2[CH:10]=[CH:11]1.[Cl:46][CH2:47][Cl:48].[c:29]1([CH3:39])[cH:30][cH:31][c:32]([S:35](=[O:36])(=[O:37])[Cl:38])[cH:33][cH:34]1.[cH:40]1[cH:41][cH:42][n:43][cH:44][cH:45]1>>[CH3:1][C:2]1([CH3:28])[O:3][c:4]2[cH:5][cH:6][c:7]([C:12]([CH:13]([c:14]3[cH:15][c:16]([O:24][CH3:25])[c:17]([O:22][CH3:23])[c:18]([O:20][CH3:21])[cH:19]3)[O:26][S:35]([c:32]3[cH:31][cH:30][c:29]([CH3:39])[cH:34][cH:33]3)(=[O:36])=[O:37])=[O:27])[cH:8][c:9]2[CH:10]=[CH:11]1. The reactants are 1-phenyl-1-trimethylsilyloxy, C=C (ethylene), diethyl ester, C(C)(C)C1=C(OC(C(=O)O)C(=O)O)C=CC=C1 (2-(isopropyl)phenoxy propanedioic acid). Product: OC1=C(C(OC(=C1)C1=CC=CC=C1)=O)OC1=C(C=CC=C1)C(C)C (4-Hydroxy-3-(2-isopropylphenoxy)-6-phenyl-2H-pyran-2-one). Reaction SMILES: [CH2:1]=[CH2:2].[CH:3]([C:6]1[CH:19]=[CH:18][CH:17]=[CH:16][C:7]=1[O:8][CH:9]([C:13]([OH:15])=O)[C:10]([OH:12])=[O:11])([CH3:5])[CH3:4]>>[OH:15][C:13]1[CH:2]=[C:1]([C:6]2[CH:19]=[CH:18][CH:17]=[CH:16][CH:7]=2)[O:12][C:10](=[O:11])[C:9]=1[O:8][C:7]1[CH:16]=[CH:17][CH:18]=[CH:19][C:6]=1[CH:3]([CH3:4])[CH3:5]. Procedure details: The title compound was prepared by Method A using 1-phenyl-1-trimethylsilyloxy)ethylene (2.62 g, 13.6 mmol) and diethyl ester of 2-(isopropyl)phenoxy propanedioic acid (2.0 g, 6.8 mmol). 1H NMR (250 MHz, DMSO-d6) δ 1.25 (d, 6H), 3.44 (m, 1H), 6.67 (d, 1H), 6.89 (s, 1H), 7.0 (t, 1H), 7.09 (t, 1H), 7.29 (d, 1H), 7.53 (m, 3H), 7.83 (m, 2H). Reactants: Cl.CN1N=C(N=C1)C(N)=N (1-methyl-1H-1,2,4-triazole-3-carboximidamide hydrochloride), BrC1=C(C=O)C=CC(=C1)F (2-bromo-4-fluorobenzaldehyde), O=C(CC(=O)OCC)C (ethyl 3-oxobutanoate). Yields the product BrC1=C(C=CC(=C1)F)C1N=C(NC(=C1C(=O)OCC)C)C1=NN(C=N1)C (Ethyl 4-(2-bromo-4-fluorophenyl)-6-methyl-2-(1-methyl-1H-1,2,4-triazol-3-yl)-1,4-dihydropyrimidine-5-carboxylate). The yield is 62.8%. RXN SMILES: Cl.[CH3:2][N:3]1[CH:7]=[N:6][C:5]([C:8](=[NH:10])[NH2:9])=[N:4]1.[Br:11][C:12]1[CH:19]=[C:18]([F:20])[CH:17]=[CH:16][C:13]=1[CH:14]=O.O=[C:22]([CH3:29])[CH2:23][C:24]([O:26][CH2:27][CH3:28])=[O:25]>>[Br:11][C:12]1[CH:19]=[C:18]([F:20])[CH:17]=[CH:16][C:13]=1[CH:14]1[C:23]([C:24]([O:26][CH2:27][CH3:28])=[O:25])=[C:22]([CH3:29])[NH:9][C:8]([C:5]2[N:6]=[CH:7][N:3]([CH3:2])[N:4]=2)=[N:10]1 |f:0.1|. Procedure details: 1-methyl-1H-1,2,4-triazole-3-carboximidamide hydrochloride (3.3 g, 20 mmol) was reacted with 2-bromo-4-fluorobenzaldehyde (4 g, 20 mmol) and ethyl 3-oxobutanoate (2.6 g, 20 mmol) according to the procedure as described in Example 1, Step A to give the title compound as a white solid (5.3 g, 63%). The compound was characterized by the following spectroscopic data: The reactants are [N+](=O)([O-])C=1C=C(C=CC1)CC(=O)N[C@@H](C)C(=O)O (N-(3-nitrophenylacetyl)-L-alanine), N[C@@H](C(C)C)C(=O)N1CCOCC1 (4-(L-valinyl)morpholine), C(=O)(OC(C)(C)C)N[C@@H](C(C)C)C(=O)O (N-BOC-L-valine), N1CCOCC1 (morpholine). The solvent is C(Cl)(Cl)Cl.CO (CHCl3 MeOH). Product: [N+](=O)([O-])C=1C=C(C=CC1)CC(=O)N[C@@H](C)C(=O)N[C@@H](C(C)C)C(=O)N1CCOCC1 (4[N-[N-(3-Nitrophenylacetyl)-L-alaninyl]-L-valinyl]morpholine). RXN SMILES: [N+:1]([C:4]1[CH:5]=[C:6]([CH2:10][C:11]([NH:13][C@H:14]([C:16]([OH:18])=O)[CH3:15])=[O:12])[CH:7]=[CH:8][CH:9]=1)([O-:3])=[O:2].[NH2:19][C@H:20]([C:24]([N:26]1[CH2:31][CH2:30][O:29][CH2:28][CH2:27]1)=[O:25])[CH:21]([CH3:23])[CH3:22].C(N[C@H](C(O)=O)C(C)C)(OC(C)(C)C)=O.N1CCOCC1>C(Cl)(Cl)Cl.CO>[N+:1]([C:4]1[CH:5]=[C:6]([CH2:10][C:11]([NH:13][C@H:14]([C:16]([NH:19][C@H:20]([C:24]([N:26]2[CH2:27][CH2:28][O:29][CH2:30][CH2:31]2)=[O:25])[CH:21]([CH3:22])[CH3:23])=[O:18])[CH3:15])=[O:12])[CH:7]=[CH:8][CH:9]=1)([O-:3])=[O:2] |f:4.5|. Procedure: Following General Procedure C and using N-(3-nitrophenylacetyl)-L-alanine (from Example DlI above) and 4-(L-valinyl)morpholine (prepared from N-BOC-L-valine (Aldrich) and morpholine (Aldrich) using General Procedure M, followed by removal of the BOC-group using General Procedure P), the title compound was prepared as a solid. The reaction was monitored by tlc (Rf=0.5 in 9:1 CHCl3/MeOH) and the product was purified by silica gel chromatography using 98:2 CHCl3/MeOH as the eluent.